Dataset: the Open Reaction Database (ORD), a public repository of structured organic reaction records. Task: describe an organic reaction: reactants, conditions, products, and yield Starting materials: [Al+3], O=C(Br)CBr, [Cl-], [Cl-], [Cl-], ClCCl, O=C(N1CCc2cc3ccccc3n2CC1)C(F)(F)F, [Na+], O=C([O-])O. The product is O=C(CBr)c1c2n(c3ccccc13)CCN(C(=O)C(F)(F)F)CC2. RXN SMILES: [Al+3:2].[Br:5][CH2:6][C:7](=[O:8])[Br:9].[Cl-:1].[Cl-:3].[Cl-:4].[Cl:35][CH2:36][Cl:37].[F:10][C:11]([C:12](=[O:13])[N:14]1[CH2:15][CH2:16][n:17]2[c:18]([cH:19][c:20]3[cH:21][cH:22][cH:23][cH:24][c:25]23)[CH2:26][CH2:27]1)([F:28])[F:29].[Na+:34].[O-:30][C:31]([OH:32])=[O:33]>>[Br:5][CH2:6][C:7](=[O:8])[c:19]1[c:18]2[n:17]([c:25]3[c:20]1[cH:21][cH:22][cH:23][cH:24]3)[CH2:16][CH2:15][N:14]([C:12]([C:11]([F:10])([F:28])[F:29])=[O:13])[CH2:27][CH2:26]2. Reactants: C(C)OC(=CC1=NCCC1)C1=CC=CC=C1.F[B-](F)(F)F (2-(2-ethoxy-2-phenyl-ethenyl)-1-pyrroline tetrafluoroborate), NC1=CC=CC=C1 (aniline). Yields the product C1(=CC=CC=C1)C(C=C1NCCC1)=NC1=CC=CC=C1 (2-[2-phenyl-2-(phenylimino)-ethylidene]-pyrrolidine). Reaction SMILES: C(O[C:4]([C:11]1[CH:16]=[CH:15][CH:14]=[CH:13][CH:12]=1)=[CH:5][C:6]1[CH2:10][CH2:9][CH2:8][N:7]=1)C.F[B-](F)(F)F.[NH2:22][C:23]1[CH:28]=[CH:27][CH:26]=[CH:25][CH:24]=1>>[C:11]1([C:4](=[N:22][C:23]2[CH:28]=[CH:27][CH:26]=[CH:25][CH:24]=2)[CH:5]=[C:6]2[CH2:10][CH2:9][CH2:8][NH:7]2)[CH:12]=[CH:13][CH:14]=[CH:15][CH:16]=1 |f:0.1|. Procedure details: By heating the solution of 9.1 g (0.03 mole) of 2-(2-ethoxy-2-phenyl-ethenyl)-1-pyrroline-tetrafluoroborate in 25 ml of aniline for 1 hour at 80° and processing analogously to Example 1, there is obtained crude 2-[2-phenyl-2-(phenylimino)-ethylidene]-pyrrolidine. An addition of 2.8 g of methanesulphonic acid is made to a solution of the crude base in ethyl acetate and the resulting crystals are filtered off. The product thus obtained is 2-[phenyl-2-(phenylimino)-ethylidene]-pyrrolidine-(1:1)-met... The reactants are C(C)(C)(C)NC(=O)C1=CN(C2=NC=C(N=C21)C2=NNC1=CC=C(C=C21)OC(F)F)COCC[Si](C)(C)C (N-tert-butyl-2-(5-(difluoromethoxy)-1H-indazol-3-yl)-5-((2-(trimethylsilyl)ethoxy)methyl)-5H-pyrrolo[2,3-b]pyrazine-7-carboxamide), ClCCCN1CCOCC1 (4-(3-chloropropyl)morpholine), C(=O)([O-])[O-].[Cs+].[Cs+] (Cs2CO3). Run in CN(C)C=O (DMF), ClCCl (dichloromethane). Reaction conditions: temperature 25 celsius, time 10 minute. The product is C(C)(C)(C)NC(=O)C1=CN(C2=NC=C(N=C21)C2=NN(C1=CC=C(C=C21)OC(F)F)CCCN2CCOCC2)COCC[Si](C)(C)C (N-tert-butyl-2-(5-(difluoromethoxy)-1-(3-morpholinopropyl)-1H-indazol-3-yl)-5-((2-(trimethylsilyl)ethoxy)methyl)-5H-pyrrolo[2,3-b]pyrazine-7-carboxamide). Yield: 83.4%. Reaction SMILES: [C:1]([NH:5][C:6]([C:8]1[C:16]2[C:11](=[N:12][CH:13]=[C:14]([C:17]3[C:25]4[C:20](=[CH:21][CH:22]=[C:23]([O:26][CH:27]([F:29])[F:28])[CH:24]=4)[NH:19][N:18]=3)[N:15]=2)[N:10]([CH2:30][O:31][CH2:32][CH2:33][Si:34]([CH3:37])([CH3:36])[CH3:35])[CH:9]=1)=[O:7])([CH3:4])([CH3:3])[CH3:2].Cl[CH2:39][CH2:40][CH2:41][N:42]1[CH2:47][CH2:46][O:45][CH2:44][CH2:43]1.C([O-])([O-])=O.[Cs+].[Cs+]>CN(C=O)C.ClCCl>[C:1]([NH:5][C:6]([C:8]1[C:16]2[C:11](=[N:12][CH:13]=[C:14]([C:17]3[C:25]4[C:20](=[CH:21][CH:22]=[C:23]([O:26][CH:27]([F:28])[F:29])[CH:24]=4)[N:19]([CH2:39][CH2:40][CH2:41][N:42]4[CH2:47][CH2:46][O:45][CH2:44][CH2:43]4)[N:18]=3)[N:15]=2)[N:10]([CH2:30][O:31][CH2:32][CH2:33][Si:34]([CH3:37])([CH3:36])[CH3:35])[CH:9]=1)=[O:7])([CH3:4])([CH3:3])[CH3:2] |f:2.3.4|. Reported procedure: In a 2-(5 mL Biotage microwave vial were mixed N-tert-butyl-2-(5-(difluoromethoxy)-1H-indazol-3-yl)-5-((2-(trimethylsilyl)ethoxy)methyl)-5H-pyrrolo[2,3-b]pyrazine-7-carboxamide (60 mg, 113 μmol), 4-(3-chloropropyl)morpholine (55.5 mg, 339 μmol, Eq: 3.0) and Cs2CO3 (147 mg, 452 μmol) in DMF (2 mL). The mixture was stirred ˜10 min at 25° C. then heated to 100° C. in the Biotage microwave reactor for 30 min. Then, diluted with 10 mL of dichloromethane and filtered through a celite pad, filtrate con... Reactants: CN(C)C=O, CN(C)c1ccncc1, O=C(O)c1ccccc1[N+](=O)[O-], O=S(Cl)Cl, c1ccncc1. Product: O=C(Cl)c1ccccc1[N+](=O)[O-]. As a reaction SMILES: [CH3:17][N:18]([CH3:19])[CH:20]=[O:21].[CH3:22][N:23]([CH3:24])[c:25]1[cH:26][cH:27][n:28][cH:29][cH:30]1.[N+:5](=[O:6])([O-:7])[c:8]1[c:9]([C:10](=[O:11])[OH:12])[cH:13][cH:14][cH:15][cH:16]1.[S:1]([Cl:2])([Cl:3])=[O:4].[cH:31]1[cH:32][cH:33][n:34][cH:35][cH:36]1>>[Cl:3][C:10]([c:9]1[c:8]([N+:5](=[O:6])[O-:7])[cH:16][cH:15][cH:14][cH:13]1)=[O:11]. Starting materials: CCN(C(C)C)C(C)C (DIEA), CO.CCN(C(C)C)C(C)C.CCOC(=O)C (MeOH DIEA EtOAc), CN1N=CC(=C1)C1=CC=2N(C(N1)=O)C=CN2 (7-(1-methyl-1H-pyrazol-4-yl)imidazo[1,2-c]pyrimidin-5(6H)-one), O=P(Cl)(Cl)Cl (POCl3). Solvent: C(Cl)Cl (DCM), C(Cl)Cl (DCM), hexanes. Reaction conditions: time 5 minute. Yields the product ClC1=NC(=CC=2N1C=CN2)C=2C=NN(C2)C (5-chloro-7-(1-methyl-1H-pyrazol-4-yl)imidazo[1,2-c]pyrimidine). Isolated yield 54.2%. As a reaction SMILES: [CH3:1][N:2]1[CH:6]=[C:5]([C:7]2[NH:12][C:11](=O)[N:10]3[CH:14]=[CH:15][N:16]=[C:9]3[CH:8]=2)[CH:4]=[N:3]1.CCN(C(C)C)C(C)C.O=P(Cl)(Cl)[Cl:28].CO.CCN(C(C)C)C(C)C.CCOC(C)=O>C(Cl)Cl>[Cl:28][C:11]1[N:10]2[CH:14]=[CH:15][N:16]=[C:9]2[CH:8]=[C:7]([C:5]2[CH:4]=[N:3][N:2]([CH3:1])[CH:6]=2)[N:12]=1 |f:3.4.5|. Reported procedure: To a suspension of 7-(1-methyl-1H-pyrazol-4-yl)imidazo[1,2-c]pyrimidin-5(6H)-one (Preparation I; 9.60 g, 44.6 mmol) in dry DCM (90 mL) was added DIEA and the suspension stirred at ambient temperature for 5 minutes. The mixture was cooled to 0° C. and POCl3 (12.3 mL, 134 mmol) was added over 5 minutes. The mixture was allowed to reach ambient temperature and the resulting thick slurry was treated with dry DCM (50 mL). The mixture was vigorously stirred at ambient temperature for 23 hours. The res...